From a dataset of the Open Reaction Database (ORD), a public repository of structured organic reaction records. describe an organic reaction: reactants, conditions, products, and yield The reactants are ClC=1N=C(C2=C(N1)C=C(O2)C(=O)NC)N2CCOCC2 (2-Chloro-N-methyl-4-morpholinofuro[3,2-d]pyrimidine-6-carboxamide), CC1(OB(OC1(C)C)C1=C2C=NNC2=CC=C1)C (4-(4,4,5,5-tetramethyl-[1,3,2]dioxaborolan-2-yl)-1H-indazole). The product is N1N=CC2=C(C=CC=C12)C=1N=C(C2=C(N1)C=C(O2)C(=O)NC)N2CCOCC2 (2-(1H-indazol-4-yl)-N-methyl-4-morpholinofuro[3,2-d]pyrimidine-6-carboxamide). Reaction SMILES: Cl[C:2]1[N:3]=[C:4]([N:15]2[CH2:20][CH2:19][O:18][CH2:17][CH2:16]2)[C:5]2[O:10][C:9]([C:11]([NH:13][CH3:14])=[O:12])=[CH:8][C:6]=2[N:7]=1.CC1(C)C(C)(C)OB([C:29]2[CH:37]=[CH:36][CH:35]=[C:34]3[C:30]=2[CH:31]=[N:32][NH:33]3)O1>>[NH:33]1[C:34]2[C:30](=[C:29]([C:2]3[N:3]=[C:4]([N:15]4[CH2:20][CH2:19][O:18][CH2:17][CH2:16]4)[C:5]4[O:10][C:9]([C:11]([NH:13][CH3:14])=[O:12])=[CH:8][C:6]=4[N:7]=3)[CH:37]=[CH:36][CH:35]=2)[CH:31]=[N:32]1. Procedure details: 2-Chloro-N-methyl-4-morpholinofuro[3,2-d]pyrimidine-6-carboxamide was reacted with 4-(4,4,5,5-tetramethyl-1,3,2-dioxaborolan-2-yl)-1H-indazole 7 via General Procedure A to give, after purification by reverse HPLC, 293. MS (Q1) 379 (M+)